Dataset: the Open Reaction Database (ORD), a public repository of structured organic reaction records. Task: describe an organic reaction: reactants, conditions, products, and yield The reactants are CCC(C)C(C)O, Cc1ccccc1, CC(C)(C)OC(=O)N1CCOc2nc(Cl)ccc2C1, [H-], [Na+], O=C(C=Cc1ccccc1)C=Cc1ccccc1, O=C(C=Cc1ccccc1)C=Cc1ccccc1, O=C(C=Cc1ccccc1)C=Cc1ccccc1, O, [Pd], [Pd], c1ccc(P(c2ccccc2)c2ccc3ccccc3c2-c2c(P(c3ccccc3)c3ccccc3)ccc3ccccc23)cc1. Product: CCC(C)C(C)Oc1ccc2c(n1)OCCN(C(=O)OC(C)(C)C)C2. Reaction SMILES: [CH3:1][CH:2]([CH:3]([CH3:4])[OH:5])[CH2:6][CH3:7].[CH3:75][c:76]1[cH:77][cH:78][cH:79][cH:80][cH:81]1.[Cl:10][c:11]1[cH:12][cH:13][c:14]2[c:20]([n:21]1)[O:19][CH2:18][CH2:17][N:16]([C:22](=[O:23])[O:24][C:25]([CH3:26])([CH3:27])[CH3:28])[CH2:15]2.[H-:8].[Na+:9].[O:102]=[C:103]([CH:104]=[CH:105][c:106]1[cH:107][cH:108][cH:109][cH:110][cH:111]1)[CH:112]=[CH:113][c:114]1[cH:115][cH:116][cH:117][cH:118][cH:119]1.[O:120]=[C:121]([CH:122]=[CH:123][c:124]1[cH:125][cH:126][cH:127][cH:128][cH:129]1)[CH:130]=[CH:131][c:132]1[cH:133][cH:134][cH:135][cH:136][cH:137]1.[O:84]=[C:85]([CH:86]=[CH:87][c:88]1[cH:89][cH:90][cH:91][cH:92][cH:93]1)[CH:94]=[CH:95][c:96]1[cH:97][cH:98][cH:99][cH:100][cH:101]1.[OH2:138].[Pd:82].[Pd:83].[cH:29]1[cH:30][cH:31][c:32]([P:33]([c:34]2[cH:35][cH:36][c:37]3[c:38]([cH:39][cH:40][cH:41][cH:42]3)[c:43]2-[c:44]2[c:45]3[c:46]([cH:47][cH:48][cH:49][cH:50]3)[cH:51][cH:52][c:53]2[P:54]([c:55]2[cH:56][cH:57][cH:58][cH:59][cH:60]2)[c:61]2[cH:62][cH:63][cH:64][cH:65][cH:66]2)[c:67]2[cH:68][cH:69][cH:70][cH:71][cH:72]2)[cH:73][cH:74]1>>[CH3:1][CH:2]([CH:3]([CH3:4])[O:5][c:11]1[cH:12][cH:13][c:14]2[c:20]([n:21]1)[O:19][CH2:18][CH2:17][N:16]([C:22](=[O:23])[O:24][C:25]([CH3:26])([CH3:27])[CH3:28])[CH2:15]2)[CH2:6][CH3:7].